This data is from the Open Reaction Database (ORD), a public repository of structured organic reaction records. The task is: describe an organic reaction: reactants, conditions, products, and yield The reactants are C=O (paraformaldehyde), C(CC(=O)O)(=O)O (malonic acid), N1CCOCC1 (morpholine), ( 1/12 ). Solvent: O1CCOCC1 (dioxane). Yields the product N1(CCOCC1)CC(C(=O)O)=C (2-Morpholin4-ylmethyl-acrylic acid). Yield: 32.0%. Reaction SMILES: [NH:1]1[CH2:6][CH2:5][O:4][CH2:3][CH2:2]1.[CH2:7]=O.[C:9](O)(=O)[CH2:10][C:11]([OH:13])=[O:12]>O1CCOCC1>[N:1]1([CH2:7][C:10](=[CH2:9])[C:11]([OH:13])=[O:12])[CH2:6][CH2:5][O:4][CH2:3][CH2:2]1. Procedure details: In a manner described by Krawczyk [Henryk Krawczyk, Synthetic Communications, 25 641-650, (1995)] an 8.8 mL (8.8 g; 0.1 mole) portion of morpholine was added to 6.6 g (0.22 eq) of paraformaldehyde and 10.4 g (0.1 mole) of malonic acid in 100 mL of dioxane. After heating in an oil bath at 70 deg for 1 {fraction (1/12)} hours, the solvents were removed in vacuo. The residue was dissolved in acetone, some insoluble material being filtered. The filtrate was taken to an oil in vacuo. This oil was chr...